The task is: describe an organic reaction: reactants, conditions, products, and yield. This data is from the Open Reaction Database (ORD), a public repository of structured organic reaction records. Starting materials: [Li]CCCC, COP(C)(=O)OC, CCCCCC, CCCCC(F)C(=O)OCC, C1CCOC1, O=S(=O)(O)O. Product: CCCCC(F)C(=O)CP(=O)(OC)OC. As a reaction SMILES: [CH2:8]([Li:9])[CH2:10][CH2:11][CH3:12].[CH3:1][P:2]([O:3][CH3:4])([O:5][CH3:6])=[O:7].[CH3:29][CH2:30][CH2:31][CH2:32][CH2:33][CH3:34].[F:13][CH:14]([C:15](=[O:16])[O:17][CH2:18][CH3:19])[CH2:20][CH2:21][CH2:22][CH3:23].[O:35]1[CH2:36][CH2:37][CH2:38][CH2:39]1.[S:24](=[O:25])(=[O:26])([OH:27])[OH:28]>>[CH2:1]([P:2]([O:3][CH3:4])([O:5][CH3:6])=[O:7])[C:15]([CH:14]([F:13])[CH2:20][CH2:21][CH2:22][CH3:23])=[O:16]. The reactants are [Br-], C1CCOC1, CCOC(C)=O, CCOCC, [Mg+]C1CC1, O=Cc1ccc(C(F)(F)F)cc1Cl, O. Product: OC(c1ccc(C(F)(F)F)cc1Cl)C1CC1. Reaction SMILES: [Br-:1].[CH2:26]1[O:27][CH2:28][CH2:29][CH2:30]1.[CH3:20][CH2:21][O:22][C:23](=[O:24])[CH3:25].[CH3:31][CH2:32][O:33][CH2:34][CH3:35].[CH:2]1([Mg+:5])[CH2:3][CH2:4]1.[Cl:6][c:7]1[c:8]([CH:9]=[O:10])[cH:11][cH:12][c:13]([C:15]([F:16])([F:17])[F:18])[cH:14]1.[OH2:19]>>[CH:2]1([CH:9]([c:8]2[c:7]([Cl:6])[cH:14][c:13]([C:15]([F:16])([F:17])[F:18])[cH:12][cH:11]2)[OH:10])[CH2:3][CH2:4]1. Starting materials: CC=1NC2=CC=C(C=C2C1C1=CC=CC=C1)Cl (2-methyl-3-phenyl-5-chloro-indole), ClCC(=O)N (chloroacetamide), resultant mixture, mixture, [H-].[Na+] (sodium hydride). Solvent: C1(=CC=CC=C1)C (toluene), O (water), C1(=CC=CC=C1)C (toluene), CN(C=O)C (dimethylformamide), CN(C=O)C (dimethylformamide). Conditions: temperature 20 celsius, time 1 hour. Yields the product C(N)(=O)CN1C(=C(C2=CC(=CC=C12)Cl)C1=CC=CC=C1)C (1-carbamoylmethyl-2-methyl-3-phenyl-5-chloroindole). RXN SMILES: [CH3:1][C:2]1[NH:3][C:4]2[C:9]([C:10]=1[C:11]1[CH:16]=[CH:15][CH:14]=[CH:13][CH:12]=1)=[CH:8][C:7]([Cl:17])=[CH:6][CH:5]=2.[H-].[Na+].Cl[CH2:21][C:22]([NH2:24])=[O:23]>O.CN(C)C=O.C1(C)C=CC=CC=1>[C:22]([CH2:21][N:3]1[C:4]2[C:9](=[CH:8][C:7]([Cl:17])=[CH:6][CH:5]=2)[C:10]([C:11]2[CH:16]=[CH:15][CH:14]=[CH:13][CH:12]=2)=[C:2]1[CH3:1])(=[O:23])[NH2:24] |f:1.2|. Procedure: A solution of 3 g. of 2-methyl-3-phenyl-5-chloro-indole in a solvent mixture 7 ml. of toluene and 5 ml. of dimethylformamide is added to a suspension of 0.6 g. of 50% sodium hydride (in paraffin) in 5 ml. of toluene at 20° C. After the reaction mixture is stirred at 20° C. for one hour, a solution of 1.1 g. of chloroacetamide in 20 ml. of dimethylformamide is added thereto at 20° C., and the reaction mixture is stirred under reflux for 5 hours. The resultant mixture is diluted with water and is ... Starting materials: CC1(c2nc3cccc(C(N)=O)c3o2)CCCN1C(=O)OCc1ccccc1, CO, [H][H]. Product: CC1(c2nc3cccc(C(N)=O)c3o2)CCCN1. As a reaction SMILES: [C:1]([NH2:2])(=[O:3])[c:4]1[cH:5][cH:6][cH:7][c:8]2[n:9][c:10]([C:13]3([CH3:28])[N:14]([C:18]([O:19][CH2:20][c:21]4[cH:22][cH:23][cH:24][cH:25][cH:26]4)=[O:27])[CH2:15][CH2:16][CH2:17]3)[o:11][c:12]12.[CH3:31][OH:32].[H:29][H:30]>>[C:1]([NH2:2])(=[O:3])[c:4]1[cH:5][cH:6][cH:7][c:8]2[n:9][c:10]([C:13]3([CH3:28])[NH:14][CH2:15][CH2:16][CH2:17]3)[o:11][c:12]12. The reactants are C(C)(=O)O (acetic acid), [Na] (sodium), [Na] (sodium), mixture, CC(CC(C)=O)(C)P(=O)(OCC)OCC (4-methyl-4-(diethylphosphono)-pentan-2-one), P(OCC)(OCC)[O-] (diethyl phosphite). Reagents/catalysts: [Na] (sodium). Solvent: C1(=CC=CC=C1)C (toluene). Run at temperature 80 celsius, time 20 minute. Product: O=P1(OC(CC1(C)C)(P(=O)(OCC)OCC)C)OCC (2-oxo-2-ethoxy-3,3,5-trimethyl-5-diethylphosphono-1,2-oxaphospholane). Reaction SMILES: C[C:2]([P:8]([O:13][CH2:14][CH3:15])([O:10][CH2:11][CH3:12])=[O:9])([CH3:7])[CH2:3][C:4](=O)[CH3:5].[P:16]([O-:23])([O:20]CC)[O:17][CH2:18][CH3:19].[Na].[C:25](O)(=O)C>C1(C)C=CC=CC=1.[Na]>[O:20]=[P:16]1([O:17][CH2:18][CH3:19])[C:4]([CH3:5])([CH3:25])[CH2:3][C:2]([CH3:7])([P:8]([O:10][CH2:11][CH3:12])([O:13][CH2:14][CH3:15])=[O:9])[O:23]1 |^1:23,35|. Procedure: 10 ml of a mixture of 70.8 g of 4-methyl-4-(diethylphosphono)-pentan-2-one (prepared from mesityl oxide and diethyl phosphite) and 82.8 g of diethyl phosphite were dissolved in 100 ml of toluene, and the solution was heated to 80° C. A catalytic amount of sodium was added and a vigorous exothermic reaction commenced. The reaction temperature was held between 80° C. and 90° C. by alternately adding the previously prepared mixture and small pieces of sodium. Altogether 1.65 g of sodium was used as... Starting materials: C([O-])([O-])=O.[K+].[K+] (potassium carbonate), C(C)OC(=O)C=1N=C(SC1)COC1=CC=C(C=C1)I (2-(4-iodo-phenoxymethyl)-thiazole-4-carboxylic acid ethyl ester), C(C)OC(=O)C=1N=C(SC1)COC1=CC=C(C=C1)I (2-(4-iodo-phenoxymethyl)-thiazole-4-carboxylic acid ethyl ester), C1OC=2C=C(C=CC2O1)B(O)O (3,4-methylenedioxybenzeneboronic acid), bis(tricyclohexylphosphine) palladium. The solvent is O (water), O1CCOCC1 (dioxane), O1CCOCC1 (dioxane). The product is O1COC2=C1C=CC(=C2)C2=CC=C(OCC=1SC=C(N1)C(=O)O)C=C2 (2-(4-benzo[1,3]dioxol-5-yl-phenoxymethyl)-thiazole-4-carboxylic acid). Reaction SMILES: C([O:3][C:4]([C:6]1[N:7]=[C:8]([CH2:11][O:12][C:13]2[CH:18]=[CH:17][C:16](I)=[CH:15][CH:14]=2)[S:9][CH:10]=1)=[O:5])C.[CH2:20]1[O:28][C:27]2[CH:26]=[CH:25][C:24](B(O)O)=[CH:23][C:22]=2[O:21]1.C(=O)([O-])[O-].[K+].[K+]>O1CCOCC1.O>[O:21]1[C:22]2[CH:23]=[CH:24][C:25]([C:16]3[CH:15]=[CH:14][C:13]([O:12][CH2:11][C:8]4[S:9][CH:10]=[C:6]([C:4]([OH:3])=[O:5])[N:7]=4)=[CH:18][CH:17]=3)=[CH:26][C:27]=2[O:28][CH2:20]1 |f:2.3.4|. Procedure details: A solution of 2-(4-iodo-phenoxymethyl)-thiazole-4-carboxylic acid ethyl ester (of intermediate 2; 75 mg, 0.2 mmol) in dioxane (4 mL) was added to a reaction tube containing 3,4-methylenedioxybenzeneboronic acid (ASDI Incorporated, Newark, Del.; 100 mg, 0.6 mmol). A solution of potassium carbonate (80 mg, 0.6 mmol) in water (0.4 mL) was added and the mixture was degassed. A solution of bis(tricyclohexylphosphine)-palladium (available from Strem Chemicals, Inc., Newburyport, Mass.; 7 mg, 0.01 mmol...